Dataset: the Open Reaction Database (ORD), a public repository of structured organic reaction records. Task: describe an organic reaction: reactants, conditions, products, and yield RXN SMILES: [CH3:1][CH2:2][CH2:3][CH2:4][CH2:5][CH3:6].[CH2:7]([NH2:19])[CH2:8][CH2:9][CH2:10][CH2:11][CH2:12][CH2:13][CH2:14][CH2:15][CH2:16][CH2:17][CH3:18]>CO>[NH3:19].[CH2:7]([NH2:19])[CH2:8][CH2:9][CH2:10][CH2:11][CH2:12][CH2:13][CH2:14][CH2:15][CH2:16][CH2:17][CH3:18].[CH3:1][CH2:2][CH2:3][CH2:4][CH2:5][CH3:6] |f:3.4.5|. Procedure: A mixture solution of hexane and dodecylamine, the latter of an amount that is 10% of the former, was added to the semiconductor nanoparticle aqueous solution prepared as in Example 1-2 to a volume ratio of one to ten. An equal amount of methanol was further added to the aqueous solution. After violently stirring for some time, it was confirmed that an optically transparent yellow portion migrated from an aqueous phase to an organic phase. Thereafter, centrifugation was performed and then the aq... Starting materials: CCCCCC (hexane), C(CCCCCCCCCCC)N (dodecylamine). Yields the product N.C(CCCCCCCCCCC)N.CCCCCC (NH3 Dodecylamine Hexane). The solvent is CO (methanol). The product is O[C@@]1(C[C@H](CCC1)C)CNC(=O)C=1C=2C=CC(=NC2C=CC1Cl)N1CC(CC1)N(CC)CC (6-Chloro-2-(3-diethylamino-pyrrolidin-1-yl)-quinoline-5-carboxylic acid ((1S,3S)-1-hydroxy-3-methyl-cyclohexylmethyl)-amide). Procedure: The title compound was synthesized according to the procedure described in example 1 using 2,6-dichloro-quinoline-5-carboxylic acid ((1S,3S)-1-hydroxy-3methyl-cyclohexylmethyl)-amide, DIPEA and 3-diethylamino-pyrrolidine. 1H NMR (400 MHz, DMSO-d6) δ ppm 8.75 (1H), 7.85 (m, 1H), 7.58 (2H), 7.05 (1H), 4.16 (s, 1H), 4.00 (t, 2H), 3.80 (t, 1H), 3.55 (m, 1H), 3.26 (m, 2H), 2.44 (m, 2H), 2.22 (s, 6H), 2.06 (m, 2H), 1.85 (m, 2H), 1.74-1.76 (m, 5H), 1.27 (t, 1H), 1.07 (t, 3H), 0.83 (d, 3H). m/z: 474 [M+... Starting materials: O[C@@]1(C[C@H](CCC1)C)CNC(=O)C=1C=2C=CC(=NC2C=CC1Cl)Cl (2,6-dichloro-quinoline-5-carboxylic acid ((1S,3S)-1-hydroxy-3methyl-cyclohexylmethyl)-amide), CCN(C(C)C)C(C)C (DIPEA), C(C)N(C1CNCC1)CC (3-diethylamino-pyrrolidine). Reaction SMILES: [OH:1][C@@:2]1([CH2:9][NH:10][C:11]([C:13]2[C:14]3[CH:15]=[CH:16][C:17](Cl)=[N:18][C:19]=3[CH:20]=[CH:21][C:22]=2[Cl:23])=[O:12])[CH2:7][CH2:6][CH2:5][C@H:4]([CH3:8])[CH2:3]1.CCN(C(C)C)C(C)C.[CH2:34]([N:36]([CH2:42][CH3:43])[CH:37]1[CH2:41][CH2:40][NH:39][CH2:38]1)[CH3:35]>>[OH:1][C@@:2]1([CH2:9][NH:10][C:11]([C:13]2[C:14]3[CH:15]=[CH:16][C:17]([N:39]4[CH2:40][CH2:41][CH:37]([N:36]([CH2:42][CH3:43])[CH2:34][CH3:35])[CH2:38]4)=[N:18][C:19]=3[CH:20]=[CH:21][C:22]=2[Cl:23])=[O:12])[CH2:7][CH2:6][CH2:5][C@H:4]([CH3:8])[CH2:3]1. The reactants are ClC1=NC=CC(=C1F)NC(OC(C)(C)C)=O (tert-butyl N-(2-chloro-3-fluoro-4-pyridyl)carbamate), C(=O)(C(F)(F)F)O.C(Cl)Cl (TFA DCM). The product is ClC1=NC=CC(=C1F)N (2-Chloro-3-fluoro-pyridin-4-ylamine). RXN SMILES: [Cl:1][C:2]1[C:7]([F:8])=[C:6]([NH:9]C(=O)OC(C)(C)C)[CH:5]=[CH:4][N:3]=1.C(O)(C(F)(F)F)=O.C(Cl)Cl>>[Cl:1][C:2]1[C:7]([F:8])=[C:6]([NH2:9])[CH:5]=[CH:4][N:3]=1 |f:1.2|. Reported procedure: A solution of tert-butyl N-(2-chloro-3-fluoro-4-pyridyl)carbamate (20.2 mmol) in 1:2 TFA/DCM (45 mL) was stirred at room temperature for 6 h. The reaction mixture was concentrated and the residue was purified by flash column chromatography (SiO2, 100:0 to 90:10 DCM/7N NH3 in MeOH) to yield the desired product. Starting materials: CN(C)C=O (DMF), S(=O)(=O)(Cl)Cl (sulfurylchloride), C(C)C1=CC2=C(S1)C=CC(=C2)C (2-ethyl-5-methylbenzo[b]thiophene), ethyl acetate hexanes, orange solid. The product is C(C)C1=C(C2=C(S1)C=CC(=C2)C)S(=O)(=O)Cl (2-ethyl-5-methylbenzo[b]thiophene-3-sulfonylchloride). As a reaction SMILES: CN(C=O)C.[S:6]([Cl:10])(Cl)(=[O:8])=[O:7].[CH2:11]([C:13]1[S:17][C:16]2[CH:18]=[CH:19][C:20]([CH3:22])=[CH:21][C:15]=2[CH:14]=1)[CH3:12]>>[CH2:11]([C:13]1[S:17][C:16]2[CH:18]=[CH:19][C:20]([CH3:22])=[CH:21][C:15]=2[C:14]=1[S:6]([Cl:10])(=[O:8])=[O:7])[CH3:12]. Reported procedure: 2-ethyl-5-methylbenzo[b]thiophene-3-sulfonylchloride was prepared in the same manner as described in Example 40B. Reaction of DMF (6.5 mmoles, 0.50 ml), sulfurylchloride (5.5 mmoles, 0.44 ml) and 2-ethyl-5-methylbenzo[b]thiophene (3.2 mmoles, 0.57 g) yielded, after flash chromatography, using 2% ethyl acetate/hexanes, 0.58 g (66%) of an orange solid. The reactants are CCCCCC (hexane), FC(S(=O)(=O)OS(=O)(=O)C(F)(F)F)(F)F (Trifluoromethanesulfonic anhydride), CC1=C(C=C2CCC=3C(=NOC3C3=NOC(=C3C(F)(F)F)C3=CC=CC=C3)C2=C1)O (8-methyl-3-(5-phenyl-4-(trifluoromethyl)isoxazol-3-yl)-4,5-dihydronaphtho[1,2-c]isoxazol-7-ol). Solvent: N1=CC=CC=C1 (pyridine). Reaction conditions: temperature 0 celsius. The product is FC(S(=O)(=O)OC=1C=C2CCC=3C(=NOC3C3=NOC(=C3C(F)(F)F)C3=CC=CC=C3)C2=CC1C)(F)F (8-methyl-3-(5-phenyl-4-(trifluoromethyl)isoxazol-3-yl)-4,5-dihydronaphtho[1,2-c]isoxazol-7-yl trifluoromethanesulfonate). Isolated yield 77.1%. RXN SMILES: FC(F)(F)S([O:6][S:7]([C:10]([F:13])([F:12])[F:11])(=[O:9])=[O:8])(=O)=O.[CH3:16][C:17]1[CH:44]=[C:43]2[C:20]([CH2:21][CH2:22][C:23]3[C:24]2=[N:25][O:26][C:27]=3[C:28]2[C:32]([C:33]([F:36])([F:35])[F:34])=[C:31]([C:37]3[CH:42]=[CH:41][CH:40]=[CH:39][CH:38]=3)[O:30][N:29]=2)=[CH:19][C:18]=1O.CCCCCC>N1C=CC=CC=1>[F:13][C:10]([F:11])([F:12])[S:7]([O:6][C:18]1[CH:19]=[C:20]2[C:43](=[CH:44][C:17]=1[CH3:16])[C:24]1=[N:25][O:26][C:27]([C:28]3[C:32]([C:33]([F:34])([F:35])[F:36])=[C:31]([C:37]4[CH:42]=[CH:41][CH:40]=[CH:39][CH:38]=4)[O:30][N:29]=3)=[C:23]1[CH2:22][CH2:21]2)(=[O:8])=[O:9]. Procedure: Trifluoromethanesulfonic anhydride (0.074 mL, 0.440 mmol) was added to a solution of 8-methyl-3-(5-phenyl-4-(trifluoromethyl)isoxazol-3-yl)-4,5-dihydronaphtho[1,2-c]isoxazol-7-ol (Preparation 64C, 0.121 g, 0.293 mmol) in pyridine (5 mL) at 0° C. over a period of 5 min. The reaction mixture was stirred at 0° C. for ten minutes and then at room temperature overnight. The reaction mixture was concentrated, and the yellowish-brown residue was partitioned between ethyl acetate (10 mL) and water (10 m...